describe an organic reaction: reactants, conditions, products, and yield From a dataset of the Open Reaction Database (ORD), a public repository of structured organic reaction records. Reactants: ClC1=C(C(=O)O)C=CC(=C1N1N=NN(C1=O)C)Cl (2,4-Dichloro-3-(4,5-dihydro-4-methyl-5-oxo-1H-tetrazol-1-yl)benzoic acid), S(=O)(Cl)Cl (thionylchloride). Reagents/catalysts: CN(C=O)C (N,N-dimethylformamide). Solvent: ClCCCl (1,2-dichloroethane). The product is ClC1=C(C(=O)Cl)C=CC(=C1N1N=NN(C1=O)C)Cl (2,4-dichloro-3-(4,5-dihydro-4-methyl-5-oxo-1H-tetrazol-1-yl)benzoyl chloride). Yield: 100.3%. RXN SMILES: [Cl:1][C:2]1[C:10]([N:11]2[C:15](=[O:16])[N:14]([CH3:17])[N:13]=[N:12]2)=[C:9]([Cl:18])[CH:8]=[CH:7][C:3]=1[C:4](O)=[O:5].S(Cl)([Cl:21])=O>CN(C)C=O.ClCCCl>[Cl:1][C:2]1[C:10]([N:11]2[C:15](=[O:16])[N:14]([CH3:17])[N:13]=[N:12]2)=[C:9]([Cl:18])[CH:8]=[CH:7][C:3]=1[C:4]([Cl:21])=[O:5]. Reported procedure: 2,4-Dichloro-3-(4,5-dihydro-4-methyl-5-oxo-1H-tetrazol-1-yl)benzoic acid (3.42 g) and thionylchloride (4.22 g) were added to 1,2-dichloroethane (50 ml) The mixture, after adding several drops of N,N-dimethylformamide, was refluxed upon heating for 4 hours. After cooling, the solvent was distilled off to obtain crude 2,4-dichloro-3-(4,5-dihydro-4-methyl-5-oxo-1H-tetrazol-1-yl)benzoyl chloride (3.65 g). Solvent: N(CCO)(CCO)CCO (triethanolamine). As a reaction SMILES: [OH:1][C@@:2]1([CH3:23])[CH2:7][CH2:6][C@H:5]2[C@H:8]3[C@H:18]([CH2:19][CH2:20][C@:3]12[CH3:4])[C@:16]1([CH3:17])[C:11](=[CH:12][C:13](=[O:21])[CH2:14][CH2:15]1)[C:10](=[CH2:22])[CH2:9]3.[C:24]1([SH:30])[CH:29]=[CH:28][CH:27]=[CH:26][CH:25]=1.C=O.[CH3:33]CCCCC.C(OCC)(=O)C>N(CCO)(CCO)CCO>[OH:1][C@@:2]1([CH3:23])[CH2:7][CH2:6][C@H:5]2[C@H:8]3[C@H:18]([CH2:19][CH2:20][C@:3]12[CH3:4])[C@:16]1([CH3:17])[C:11](=[C:12]([CH2:33][S:30][C:24]2[CH:29]=[CH:28][CH:27]=[CH:26][CH:25]=2)[C:13](=[O:21])[CH2:14][CH2:15]1)[C:10](=[CH2:22])[CH2:9]3 |f:3.4|. Product: crude product, O[C@@]1([C@]2(C)[C@@H](CC1)[C@@H]1CC(C3=C(C(CC[C@]3(C)[C@H]1CC2)=O)CSC2=CC=CC=C2)=C)C (17β-hydroxy-17α-methyl-6-methylene-4-(phenylthiomethyl)androst-4-en-3-one). The reactants are CCCCCC.C(C)(=O)OCC (hexane ethyl acetate), O[C@@]1([C@]2(C)[C@@H](CC1)[C@@H]1CC(C3=CC(CC[C@]3(C)[C@H]1CC2)=O)=C)C (17β-hydroxy-17α-methyl-6-methyleneandrost-4-en-3-one), C1(=CC=CC=C1)S (thiophenol), C=O (formaldehyde). Procedure: Analogously to Example 6(a), 200 mg of 17β-hydroxy-17α-methyl-6-methyleneandrost-4-en-3-one (Tetrahedron 20: 597, 1964) is reacted with thiophenol and formaldehyde in triethanolamine. After chromatography of the crude product on silica gel with a hexane-ethyl acetate gradient, 190 mg of 17β-hydroxy-17α-methyl-6-methylene-4-(phenylthiomethyl)androst-4-en-3-one is obtained as an oil. As a reaction SMILES: CC(C)(C)C[N:4]1[C:8]2[N:9]=[C:10]([C:13]#[N:14])[N:11]=[CH:12][C:7]=2[CH:6]=[C:5]1[CH2:15][N:16]1[CH2:21][CH2:20][NH:19][CH2:18][CH2:17]1.Br[C:25]1[CH:30]=[CH:29][C:28]([CH3:31])=[CH:27][C:26]=1[F:32].[C:33]1([C:48]2[CH:53]=CC=C[CH:49]=2)C=CC=CC=1P(C(C)(C)C)C(C)(C)C.[C:54](=O)([O-])[O-].[Cs+].[Cs+]>O1CCOCC1.C([O-])(=O)C.[Pd+2].C([O-])(=O)C.CCOC(C)=O.CCCCCC.O>[CH3:33][C:48]([CH3:53])([CH3:54])[CH2:49][C:12]1[C:7]2[CH:6]=[C:5]([CH2:15][N:16]3[CH2:17][CH2:18][N:19]([C:25]4[CH:30]=[CH:29][C:28]([CH3:31])=[CH:27][C:26]=4[F:32])[CH2:20][CH2:21]3)[NH:4][C:8]=2[N:9]=[C:10]([C:13]#[N:14])[N:11]=1 |f:3.4.5,7.8.9|. The yield is 18.0%. Yields the product CC(CC=1C2=C(N=C(N1)C#N)NC(=C2)CN2CCN(CC2)C2=C(C=C(C=C2)C)F)(C)C (2,2-Dimethyl-propyl-6-[4-(2-fluoro-4-methyl-phenyl)-piperazin-1-ylmethyl]-7H-pyrrolo[2,3-d]pyrimidine-2-carbonitrile). The reagents and catalysts are C(C)(=O)[O-].[Pd+2].C(C)(=O)[O-] (palladium acetate). Starting materials: CC(CN1C(=CC2=C1N=C(N=C2)C#N)CN2CCNCC2)(C)C (7-(2,2-dimethyl-propyl)-6-piperazin-1-ylmethyl-7H-pyrrolo[2,3-d]pyrimidine-2-carbonitrile), BrC1=C(C=C(C=C1)C)F (4-bromo-3-fluorotoluene), C1(=C(C=CC=C1)P(C(C)(C)C)C(C)(C)C)C1=CC=CC=C1 (biphenyl-2-yl-di-tert-butyl-phosphane), C([O-])([O-])=O.[Cs+].[Cs+] (cesium carbonate). Run in CCCCCC (n-hexane), O (water), CCOC(=O)C (AcOEt), O1CCOCC1 (1,4-dioxane). Run at temperature 100 celsius, time 24 hour. Procedure: A suspension of 7-(2,2-dimethyl-propyl)-6-piperazin-1-ylmethyl-7H-pyrrolo[2,3-d]pyrimidine-2-carbonitrile (0.32 mmol), 4-bromo-3-fluorotoluene (3.84 mmol), biphenyl-2-yl-di-tert-butyl-phosphane (0.064 mmol), palladium acetate (0.064 mmol), cesium carbonate (0.45 mmol) in 1,4-dioxane is stirred at 100° C. for 24 h and poured into water. The mixture is extracted with AcOEt. The organic layer is washed with water, dried over magnesium sulfate, and concentrated. Purification by silica gel column chr... Reactants: BrB(Br)Br, ClCCCl, ClCCl, COc1ccc2[nH]ncc2c1, [Na+], [OH-]. Yields the product Oc1ccc2[nH]ncc2c1. RXN SMILES: [B:12]([Br:13])([Br:14])[Br:15].[CH2:18]([Cl:19])[CH2:20][Cl:21].[CH2:22]([Cl:23])[Cl:24].[CH3:1][O:2][c:3]1[cH:4][c:5]2[cH:6][n:7][nH:8][c:9]2[cH:10][cH:11]1.[Na+:17].[OH-:16]>>[OH:2][c:3]1[cH:4][c:5]2[cH:6][n:7][nH:8][c:9]2[cH:10][cH:11]1. Reactants: ClCC=1C(=NC(=NC1)C1=CC=C(C=C1)C(F)(F)F)CCOC (5-chloromethyl-4-(2-methoxy-ethyl)-2-(4-trifluoromethyl-phenyl)-pyrimidine), B(Br)(Br)Br (BBr3). The product is ClCC=1C(=NC(=NC1)C1=CC=C(C=C1)C(F)(F)F)CCO (2-[5-Chloromethyl-2-(4-trifluoromethyl-phenyl)-pyrimidin-4-yl]-ethanol). Reaction SMILES: [Cl:1][CH2:2][C:3]1[C:4]([CH2:19][CH2:20][O:21]C)=[N:5][C:6]([C:9]2[CH:14]=[CH:13][C:12]([C:15]([F:18])([F:17])[F:16])=[CH:11][CH:10]=2)=[N:7][CH:8]=1.B(Br)(Br)Br>>[Cl:1][CH2:2][C:3]1[C:4]([CH2:19][CH2:20][OH:21])=[N:5][C:6]([C:9]2[CH:10]=[CH:11][C:12]([C:15]([F:18])([F:17])[F:16])=[CH:13][CH:14]=2)=[N:7][CH:8]=1. Procedure details: In analogy to the procedures described in examples 103A], 5-chloromethyl-4-(2-methoxy-ethyl)-2-(4-trifluoromethyl-phenyl)-pyrimidine and BBr3 (1M in dichloromethane) gave the title compound as a yellow oil, which was used without further purification. MS: 317.1 (M+H, Cl)+. The reactants are ClP(Cl)(Cl)(Cl)Cl, [Na+], O=P(Cl)(Cl)Cl, O=S(=O)([O-])c1csc2ccccc12. Product: O=S(=O)(Cl)c1csc2ccccc12. As a reaction SMILES: [Cl:15][P:16]([Cl:17])([Cl:18])([Cl:19])[Cl:20].[Na+:14].[P:21]([Cl:22])([Cl:23])([Cl:24])=[O:25].[s:1]1[cH:2][c:3]([S:10](=[O:11])(=[O:12])[O-:13])[c:4]2[c:5]1[cH:6][cH:7][cH:8][cH:9]2>>[s:1]1[cH:2][c:3]([S:10](=[O:11])(=[O:13])[Cl:15])[c:4]2[c:5]1[cH:6][cH:7][cH:8][cH:9]2. Reactants: CC(C)(C)OC(=O)CC(NC(=O)c1ccccc1)C(=O)CCl, CS(C)=O. RXN SMILES: [C:1]([CH3:2])([CH3:3])([CH3:4])[O:5][C:6]([CH2:7][CH:8]([C:9]([CH2:10][Cl:11])=[O:12])[NH:13][C:14]([c:15]1[cH:16][cH:17][cH:18][cH:19][cH:20]1)=[O:21])=[O:22].[CH3:23][S:24]([CH3:25])=[O:26]>>[O:5]=[C:6]([CH2:7][CH:8]([C:9]([CH2:10][Cl:11])=[O:12])[NH:13][C:14]([c:15]1[cH:16][cH:17][cH:18][cH:19][cH:20]1)=[O:21])[OH:22]. Yields the product O=C(O)CC(NC(=O)c1ccccc1)C(=O)CCl.